Dataset: the Open Reaction Database (ORD), a public repository of structured organic reaction records. Task: describe an organic reaction: reactants, conditions, products, and yield Reactants: O=C(NC(Cc1ccc(OCc2ccccc2)cc1)C(=O)O)OCc1ccccc1, CI, CCOC(C)=O, [H-], [Na+], C1CCOC1, O. Product: CN(C(=O)OCc1ccccc1)C(Cc1ccc(OCc2ccccc2)cc1)C(=O)O. Reaction SMILES: [CH2:3]([c:4]1[cH:5][cH:6][cH:7][cH:8][cH:9]1)[O:10][C:11](=[O:12])[NH:13][CH:14]([CH2:15][c:16]1[cH:17][cH:18][c:19]([O:22][CH2:23][c:24]2[cH:25][cH:26][cH:27][cH:28][cH:29]2)[cH:20][cH:21]1)[C:30](=[O:31])[OH:32].[CH3:33][I:34].[CH3:35][CH2:36][O:37][C:38](=[O:39])[CH3:40].[H-:1].[Na+:2].[O:41]1[CH2:42][CH2:43][CH2:44][CH2:45]1.[OH2:46]>>[CH2:3]([c:4]1[cH:5][cH:6][cH:7][cH:8][cH:9]1)[O:10][C:11](=[O:12])[N:13]([CH:14]([CH2:15][c:16]1[cH:17][cH:18][c:19]([O:22][CH2:23][c:24]2[cH:25][cH:26][cH:27][cH:28][cH:29]2)[cH:20][cH:21]1)[C:30](=[O:31])[OH:32])[CH3:35]. Starting materials: 1β-methyl-19-2'-tetrahydropyranyloxy, C(C)(=O)O[C@@H]1C[C@@H]2CC[C@H]3[C@@H]4CC[C@@H]([C@@]4(C)CC[C@@H]3[C@]2([C@@H](C1)C)CO)OC(C)=O (1β-methyl-5α-androstane-3β,17β,19-triol 3,17-diacetate), O[C@@H]1C[C@@H]2CC[C@H]3[C@@H]4CC[C@@H]([C@@]4(C)CC[C@@H]3[C@]2(CC1)C=O)O (3β,17β-dihydroxy-5α-androstan-19-one), 17α-methyl-5α-androstane-17β,19-diol, C[C@@]12[C@H](CC[C@H]1[C@@H]1CC[C@H]3C[C@H](CC[C@]3(C)[C@H]1CC2)O)O (5α-androstane-3β,17β-diol), OC[C@]12CC[C@@H](C[C@@H]1CC[C@H]1[C@@H]3CCC([C@@]3(C)CC[C@H]21)=O)O[Si](C2=CC=CC=C2)(C2=CC=CC=C2)C2=CC=CC=C2 (19-hydroxy-3β-triphenylsiloxy-5α-androstan-17-one). Product: C(C)(=O)O[C@@H]1C[C@@H]2CC[C@H]3[C@@H]4CC[C@@H]([C@@]4(C)CC[C@@H]3[C@]2([C@@H](C1)C)COC)OC(C)=O (19-methoxy-1β-methyl-5α-androstane-3β,17β-diol diacetate), C[C@]1([C@]2(C)[C@@H](CC1)[C@@H]1CC[C@H]3CCCC[C@]3(COC)[C@H]1CC2)OC (17α-methyl-17β,19-dimethoxy-5α-androstane), COC[C@]12CC[C@@H](C[C@@H]1CC[C@H]1[C@@H]3CCC([C@@]3(C)CC[C@H]21)=O)O[Si](C2=CC=CC=C2)(C2=CC=CC=C2)C2=CC=CC=C2 (19-methoxy-3β-triphenylsiloxy-5α-androstan-17-one), CO[C@@H]1C[C@@H]2CC[C@H]3[C@@H]4CC[C@@H]([C@@]4(C)CC[C@@H]3[C@]2(CC1)C=O)OC (3β,17β-dimethoxy-5α-androstan-19-one). As a reaction SMILES: [C:1]([O:4][C@H:5]1[CH2:22][C@@H:21]([CH3:23])[C@@:20]2([CH2:24][OH:25])[C@@H:7]([CH2:8][CH2:9][C@@H:10]3[C@@H:19]2[CH2:18][CH2:17][C@@:15]2([CH3:16])[C@H:11]3[CH2:12][CH2:13][C@@H:14]2[O:26][C:27](=[O:29])[CH3:28])[CH2:6]1)(=[O:3])[CH3:2].[OH:30][CH2:31][C@@:32]12[C@@H:49]3[C@H:40]([C@H:41]4[C@@:45]([CH2:47][CH2:48]3)([CH3:46])[C:44](=[O:50])[CH2:43][CH2:42]4)[CH2:39][CH2:38][C@H:37]1[CH2:36][C@@H:35]([O:51][Si:52]([C:65]1[CH:70]=[CH:69][CH:68]=[CH:67][CH:66]=1)([C:59]1[CH:64]=[CH:63][CH:62]=[CH:61][CH:60]=1)[C:53]1[CH:58]=[CH:57][CH:56]=[CH:55][CH:54]=1)[CH2:34][CH2:33]2.[OH:71][C@H:72]1CC[C@@]2(C=O)[C@@H](CC[C@@H]3[C@@H]2CC[C@@]2(C)[C@H]3CC[C@@H]2O)C1.[CH3:93][C@]12CC[C@H]3[C@@H](CC[C@@H]4[C@]3(C)CC[C@H](O)C4)[C@@H]1CC[C@@H]2O>>[C:1]([O:4][C@H:5]1[CH2:22][C@@H:21]([CH3:23])[C@@:20]2([CH2:24][O:25][CH3:31])[C@@H:7]([CH2:8][CH2:9][C@@H:10]3[C@@H:19]2[CH2:18][CH2:17][C@@:15]2([CH3:16])[C@H:11]3[CH2:12][CH2:13][C@@H:14]2[O:26][C:27](=[O:29])[CH3:28])[CH2:6]1)(=[O:3])[CH3:2].[CH3:23][C@:21]1([O:71][CH3:72])[CH2:22][CH2:6][C@H:7]2[C@H:8]3[C@H:9]([CH2:10][CH2:19][C@:20]12[CH3:24])[C@:45]1([CH2:44][O:50][CH3:93])[C@H:41]([CH2:40][CH2:49][CH2:48][CH2:47]1)[CH2:42][CH2:43]3.[CH3:1][O:30][CH2:31][C@@:32]12[C@@H:49]3[C@H:40]([C@H:41]4[C@@:45]([CH2:47][CH2:48]3)([CH3:46])[C:44](=[O:50])[CH2:43][CH2:42]4)[CH2:39][CH2:38][C@H:37]1[CH2:36][C@@H:35]([O:51][Si:52]([C:65]1[CH:66]=[CH:67][CH:68]=[CH:69][CH:70]=1)([C:53]1[CH:54]=[CH:55][CH:56]=[CH:57][CH:58]=1)[C:59]1[CH:60]=[CH:61][CH:62]=[CH:63][CH:64]=1)[CH2:34][CH2:33]2.[CH3:1][O:4][C@H:5]1[CH2:22][CH2:21][C@@:20]2([CH:24]=[O:25])[C@@H:7]([CH2:8][CH2:9][C@@H:10]3[C@@H:19]2[CH2:18][CH2:17][C@@:15]2([CH3:16])[C@H:11]3[CH2:12][CH2:13][C@@H:14]2[O:26][CH3:27])[CH2:6]1. Reported procedure: Substituting 1β-methyl-5α-androstane-3β,17β,19-triol 3,17-diacetate, 17α-methyl-5α-androstane-17β,19-diol, 19-hydroxy-3β-triphenylsiloxy-5α-androstan-17-one and 3β,17β-dihydroxy-5α-androstan-19-one for the 1β-methyl-19-2'-tetrahydropyranyloxy)-5α-androstane-3β,17β-diol above results in the preparation of 19-methoxy-1β-methyl-5α-androstane-3β,17β-diol diacetate, 17α-methyl-17β,19-dimethoxy-5α-androstane, 19-methoxy-3β-triphenylsiloxy-5α-androstan-17-one and 3β,17β-dimethoxy-5α-androstan-19-one, r... The reactants are OC(CCCCCCCCCCC(=O)O)CCCCCC (12-hydroxy stearic acid), O[Li].O (LiOH.H2O). Conditions: temperature 204 celsius. Product: OC(CCCCCCCCCCC(=O)[O-])CCCCCC.[Li+] (lithium 12-hydroxystearate). RXN SMILES: [OH:1][CH:2]([CH2:16][CH2:17][CH2:18][CH2:19][CH2:20][CH3:21])[CH2:3][CH2:4][CH2:5][CH2:6][CH2:7][CH2:8][CH2:9][CH2:10][CH2:11][CH2:12][C:13]([OH:15])=[O:14].O[Li:23].O>>[OH:1][CH:2]([CH2:16][CH2:17][CH2:18][CH2:19][CH2:20][CH3:21])[CH2:3][CH2:4][CH2:5][CH2:6][CH2:7][CH2:8][CH2:9][CH2:10][CH2:11][CH2:12][C:13]([O-:15])=[O:14].[Li+:23] |f:1.2,3.4|. Procedure: A simple lithium 12-hydroxystearate thickened base grease is prepared in a contactor by blending 9.75 parts 12-hydroxy stearic acid (Cenwax A, Union Camp) in 70 parts mineral oil (800 SUS @ 40° C., Texaco HVI) at 77° C. until the acid is dissolved, whereupon 1.75 parts LiOH.H2O (FMC) are added. The contactor is closed and the pressure increases to 80 PSI. The materials are heated to 204° C., the temperature is maintained for 0.2 hour, then the contactor is depressurized. The temperature is reduc... Reactants: ClC1=C(C(=C(C(=C1OC(CNC([C@@H](NC([C@H]1N(CCC1)C(=O)OC(C)(C)C)=O)CC1=CC=CC=C1)=O)=O)Cl)Cl)Cl)Cl (N-t-Butoxycarbonyl-prolyl-phenylalanyl-glycine pentachlorophenyl ester). Solvent: Cl.C(C)(=O)OCC (HCl ethyl acetate). Yields the product Cl.ClC1=C(C(=C(C(=C1OC(CNC([C@@H](NC([C@H]1NCCC1)=O)CC1=CC=CC=C1)=O)=O)Cl)Cl)Cl)Cl (prolyl-phenylalanyl-glycine pentachlorophenyl ester.hydrochloride). RXN SMILES: [Cl:1][C:2]1[C:7]([O:8][C:9](=[O:37])[CH2:10][NH:11][C:12](=[O:36])[C@H:13]([CH2:29][C:30]2[CH:35]=[CH:34][CH:33]=[CH:32][CH:31]=2)[NH:14][C:15](=[O:28])[C@@H:16]2[CH2:20][CH2:19][CH2:18][N:17]2C(OC(C)(C)C)=O)=[C:6]([Cl:38])[C:5]([Cl:39])=[C:4]([Cl:40])[C:3]=1[Cl:41]>Cl.C(OCC)(=O)C>[ClH:1].[Cl:38][C:6]1[C:7]([O:8][C:9](=[O:37])[CH2:10][NH:11][C:12](=[O:36])[C@H:13]([CH2:29][C:30]2[CH:35]=[CH:34][CH:33]=[CH:32][CH:31]=2)[NH:14][C:15](=[O:28])[C@@H:16]2[CH2:20][CH2:19][CH2:18][NH:17]2)=[C:2]([Cl:1])[C:3]([Cl:41])=[C:4]([Cl:40])[C:5]=1[Cl:39] |f:1.2,3.4|. Procedure: N-t-Butoxycarbonyl-prolyl-phenylalanyl-glycine pentachlorophenyl ester in an amount of 36.4 g was dissolved in 410 ml of 2.2 N HCl-ethyl acetate. A precipitate was produced soon. After the reaction at room temperature for 1.5 hours, the precipitate was filtered, washed with ether and recrystallized from 1.2 l of methanol to give crystals of prolyl-phenylalanyl-glycine pentachlorophenyl ester.hydrochloride in yield of 21.5 g (65.2%) having a melting point of 182°-184° C. and Rf=0.78 (TLC, chlorof... Reactants: C1(=CC=CC=C1)SCN1S(=O)(=O)C2=CC(=C(C(=C2C1=O)C(C)C)OC)OC (2-phenylthiomethyl-4-isopropyl-5,6-dimethoxysaccharin), S(=O)(=O)(Cl)Cl (sulfuryl chloride), NS(=O)(=O)C1=C(C(=O)N(C)C)C(=C(C(=C1)OC)OC)C(C)C (2-aminosulfonyl-4,5-dimethoxy-6-isopropyl-N,N-dimethylbenzamide), C(C)(C)C1=C2C(NS(=O)(=O)C2=CC(=C1OC)OC)=O (4-isopropyl-5,6-dimethoxysaccharin), C1(=CC=CC=C1)SCCl (chloromethyl phenyl sulfide). The solvent is C(C)(=O)OCC.CCCCCC (ethyl acetate hexane). The product is ClCN1S(=O)(=O)C2=CC(=C(C(=C2C1=O)C(C)C)OC)OC (2-chloromethyl-4-isopropyl-5,6-dimethoxysaccharin). Isolated yield 85.0%. Reaction SMILES: N[S:2]([C:5]1[CH:15]=[C:14]([O:16][CH3:17])[C:13]([O:18][CH3:19])=[C:12]([CH:20]([CH3:22])[CH3:21])[C:6]=1[C:7]([N:9](C)[CH3:10])=[O:8])(=[O:4])=[O:3].C(C1C(OC)=C(OC)C=C2C=1C(=O)NS2(=O)=O)(C)C.C1(SC[Cl:50])C=CC=CC=1.C1(SCN2C(=O)C3C(=CC(OC)=C(OC)C=3C(C)C)S2(=O)=O)C=CC=CC=1.S(Cl)(Cl)(=O)=O>C(OCC)(=O)C.CCCCCC>[Cl:50][CH2:10][N:9]1[C:7](=[O:8])[C:6]2[C:5](=[CH:15][C:14]([O:16][CH3:17])=[C:13]([O:18][CH3:19])[C:12]=2[CH:20]([CH3:22])[CH3:21])[S:2]1(=[O:4])=[O:3] |f:5.6|. Reported procedure: By the method of Example 22A 2-aminosulfonyl-4,5-dimethoxy-6-isopropyl-N,N-dimethylbenzamide (10.75 g) was prepared and cyclized to 4-isopropyl-5,6-dimethoxysaccharin (mp 186°-188° C. from ether-hexane), phenylthiomethylation of part (5 g) of which with chloromethyl phenyl sulfide (2.48 mL) gave 2-phenylthiomethyl-4-isopropyl-5,6-dimethoxysaccharin (4.07 g), reaction of which with sulfuryl chloride (three molar equivalents) gave 2-chloromethyl-4-isopropyl-5,6-dimethoxysaccharin, 85% yield, mp 11...